Dataset: the Open Reaction Database (ORD), a public repository of structured organic reaction records. Task: describe an organic reaction: reactants, conditions, products, and yield Starting materials: CCOC(=O)c1cnc2c(NC(=O)c3c(Cl)cccc3Cl)cccc2c1CBr, O=C([O-])[O-], CN(C)C=O, [K+], [K+], O, Sc1ncc[nH]1. Product: CCOC(=O)c1cnc2c(NC(=O)c3c(Cl)cccc3Cl)cccc2c1CSc1ncc[nH]1. Reaction SMILES: [Br:13][CH2:14][c:15]1[c:16]([C:36](=[O:37])[O:38][CH2:39][CH3:40])[cH:17][n:18][c:19]2[c:20]([NH:25][C:26]([c:27]3[c:28]([Cl:34])[cH:29][cH:30][cH:31][c:32]3[Cl:33])=[O:35])[cH:21][cH:22][cH:23][c:24]12.[C:7](=[O:8])([O-:9])[O-:10].[CH3:42][N:43]([CH3:44])[CH:45]=[O:46].[K+:11].[K+:12].[OH2:41].[SH:1][c:2]1[nH:3][cH:4][cH:5][n:6]1>>[S:1]([c:2]1[nH:3][cH:4][cH:5][n:6]1)[CH2:14][c:15]1[c:16]([C:36](=[O:37])[O:38][CH2:39][CH3:40])[cH:17][n:18][c:19]2[c:20]([NH:25][C:26]([c:27]3[c:28]([Cl:34])[cH:29][cH:30][cH:31][c:32]3[Cl:33])=[O:35])[cH:21][cH:22][cH:23][c:24]12. Starting materials: SC=1SC2=C(N1)C=CC=C2 (2-mercaptobenzothiazole), C(C)(=O)C=1C=CC=2N(C3=CC=C(C=C3C2C1)C(C1=CC=C(C=C1)F)=O)C1=CC=C(C=C1)C(C)=O (1-{4-[3-acetyl-6-(4-fluoro-benzoyl)-carbazol-9-yl]-phenyl}-ethanone), C([O-])([O-])=O.[K+].[K+] (potassium carbonate). Product: C(C)(=O)C1=CC=C(C=C1)N1C2=CC=C(C=C2C=2C=C(C=CC12)C(C)=O)C(C1=CC=C(C=C1)SC=1SC2=C(N1)C=CC=C2)=O (1-{9-(4-Acetyl-phenyl)-6-[4-(benzothiazol-2-ylsulfanyl)-benzoyl]-9H-carbazol-3-yl}-ethanone). As a reaction SMILES: [SH:1][C:2]1[S:3][C:4]2[CH:10]=[CH:9][CH:8]=[CH:7][C:5]=2[N:6]=1.[C:11]([C:14]1[CH:15]=[CH:16][C:17]2[N:18]([C:36]3[CH:41]=[CH:40][C:39]([C:42](=[O:44])[CH3:43])=[CH:38][CH:37]=3)[C:19]3[C:24]([C:25]=2[CH:26]=1)=[CH:23][C:22]([C:27](=[O:35])[C:28]1[CH:33]=[CH:32][C:31](F)=[CH:30][CH:29]=1)=[CH:21][CH:20]=3)(=[O:13])[CH3:12].C(=O)([O-])[O-].[K+].[K+]>>[C:42]([C:39]1[CH:38]=[CH:37][C:36]([N:18]2[C:17]3[CH:16]=[CH:15][C:14]([C:11](=[O:13])[CH3:12])=[CH:26][C:25]=3[C:24]3[C:19]2=[CH:20][CH:21]=[C:22]([C:27](=[O:35])[C:28]2[CH:33]=[CH:32][C:31]([S:1][C:2]4[S:3][C:4]5[CH:10]=[CH:9][CH:8]=[CH:7][C:5]=5[N:6]=4)=[CH:30][CH:29]=2)[CH:23]=3)=[CH:41][CH:40]=1)(=[O:44])[CH3:43] |f:2.3.4|. Reported procedure: An analogous reaction as described in example 5.a by using 2-mercaptobenzothiazole and 1-{4-[3-acetyl-6-(4-fluoro-benzoyl)-carbazol-9-yl]-phenyl}-ethanone in the presence of potassium carbonate gives the product. The structure is confirmed by the 1H-NMR spectrum (CDCl3). δ [ppm]: 2.74 (s, 3H), 2.75 (s, 3H), 7.35 (t, 1H), 7.47 (t, 2H), 7.52 (d, 1H), 7.72 (d, 2H), 7.77 (d, 1H), 7.86 (d, 2H), 7.92 (d, 2H), 7.96 (d, 1H), 8.03 (d, 1H), 8.15 (d, 1H), 8.28 (d, 2H), 8.71 (s, 1H), 8.81 (s, 1H). Starting materials: [OH-].[Li+] (lithium hydroxide), C(C)OC(=O)C=1C=CC=C2C(C=C(OC12)C1=CC=C(C=C1)OCC1=NC2=CC=CC=C2C=C1)=O (8-Ethoxycarbonyl-4'-(2-quinolinylmethoxy)flavone), C1CCOC1 (THF), aqueous solution, Cl (hydrochloric acid). Solvent: CO (methanol). Reaction conditions: time 2 day. Yields the product C(=O)(O)C=1C=CC=C2C(C=C(OC12)C1=CC=C(C=C1)OCC1=NC2=CC=CC=C2C=C1)=O (8-carboxy-4'-(2-quinolinylmethoxy)flavone). Isolated yield 89.0%. Reaction SMILES: C([O:3][C:4]([C:6]1[CH:7]=[CH:8][CH:9]=[C:10]2[C:15]=1[O:14][C:13]([C:16]1[CH:21]=[CH:20][C:19]([O:22][CH2:23][C:24]3[CH:33]=[CH:32][C:31]4[C:26](=[CH:27][CH:28]=[CH:29][CH:30]=4)[N:25]=3)=[CH:18][CH:17]=1)=[CH:12][C:11]2=[O:34])=[O:5])C.C1COCC1.[OH-].[Li+].Cl>CO>[C:4]([C:6]1[CH:7]=[CH:8][CH:9]=[C:10]2[C:15]=1[O:14][C:13]([C:16]1[CH:21]=[CH:20][C:19]([O:22][CH2:23][C:24]3[CH:33]=[CH:32][C:31]4[C:26](=[CH:27][CH:28]=[CH:29][CH:30]=4)[N:25]=3)=[CH:18][CH:17]=1)=[CH:12][C:11]2=[O:34])([OH:5])=[O:3] |f:2.3|. Procedure: 8-Ethoxycarbonyl-4'-(2-quinolinylmethoxy)flavone was dissolved in a mixed solvent of methanol:THF:5% aqueous solution of lithium hydroxide (1:1:1 V/V), followed by stirring at room temperature for 2 days. The reaction mixture was acidified with 3 N hydrochloric acid. The resulting precipitate was collected by filtration, washed with water and methanol, and then recrystallized from DMF, whereby the title compound represented by the following formula was obtained (yield: 89%). ##STR31## Reported procedure: 2.94 g (6.64 mmol) trans-3-[4-amino-5-(3-benzyloxy-phenyl)-6-methyl-pyrrolo[2,3-d]pyrimidin-7-yl]-cyclobutanecarboxylic acid methyl ester of Example 104 in 35 ml dry THF are added during 45 min to an ice-cold solution of 0.281 g (7.17 mmol) lithium aluminiumhydride in 30 ml dry THF. The reaction mixture is stirred at 0° C. for additional 20 h. Water is added slowly to the mixture (0.914 ml in 20 min; T≦4° C.), followed by 0.11 ml 4N NaOH. The precipitate is filtered off, the residue on the filte... Product: NC=1C2=C(N=CN1)N(C(=C2C2=CC(=CC=C2)OCC2=CC=CC=C2)C)[C@@H]2C[C@H](C2)CO (trans-{3-[4-Amino-5-(3-benzyloxy-phenyl)-6-methyl-pyrrolo[2,3-d]pyrimidin-7-yl]-cyclobutyl}-methanol). Reaction conditions: temperature 0 celsius, time 20 hour. The reactants are O (Water), [OH-].[Na+] (NaOH), COC(=O)[C@@H]1C[C@H](C1)N1C(=C(C2=C1N=CN=C2N)C2=CC(=CC=C2)OCC2=CC=CC=C2)C (trans-3-[4-amino-5-(3-benzyloxy-phenyl)-6-methyl-pyrrolo[2,3-d]pyrimidin-7-yl]-cyclobutanecarboxylic acid methyl ester), ice, [H-].[Al+3].[Li+].[H-].[H-].[H-] (lithium aluminiumhydride). RXN SMILES: C[O:2][C:3]([C@H:5]1[CH2:8][C@H:7]([N:9]2[C:13]3[N:14]=[CH:15][N:16]=[C:17]([NH2:18])[C:12]=3[C:11]([C:19]3[CH:24]=[CH:23][CH:22]=[C:21]([O:25][CH2:26][C:27]4[CH:32]=[CH:31][CH:30]=[CH:29][CH:28]=4)[CH:20]=3)=[C:10]2[CH3:33])[CH2:6]1)=O.[H-].[Al+3].[Li+].[H-].[H-].[H-].O.[OH-].[Na+]>C1COCC1>[NH2:18][C:17]1[C:12]2[C:11]([C:19]3[CH:24]=[CH:23][CH:22]=[C:21]([O:25][CH2:26][C:27]4[CH:32]=[CH:31][CH:30]=[CH:29][CH:28]=4)[CH:20]=3)=[C:10]([CH3:33])[N:9]([C@H:7]3[CH2:8][C@H:5]([CH2:3][OH:2])[CH2:6]3)[C:13]=2[N:14]=[CH:15][N:16]=1 |f:1.2.3.4.5.6,8.9|. Run in C1CCOC1 (THF), C1CCOC1 (THF).